Task: describe an organic reaction: reactants, conditions, products, and yield. Dataset: the Open Reaction Database (ORD), a public repository of structured organic reaction records Reactants: O(C1=CC=CC=C1)C=1C=C(C=O)C=CC1 (m-Phenoxybenzaldehyde), [Cl-].[NH4+] (ammonium chloride), C(C)[Mg]Br (Ethyl magnesium bromide), CC (ethane), C#C (acetylene). The solvent is C1CCOC1 (THF). Reaction conditions: time 8 hour. The product is C(#C)C(C1=CC(=CC=C1)OC1=CC=CC=C1)O (α-Ethynyl-m-phenoxybenzyl alcohol). The yield is 68.5%. Reaction SMILES: [CH2:1]([Mg]Br)[CH3:2].CC.C#C.[O:9]([C:16]1[CH:17]=[C:18]([CH:21]=[CH:22][CH:23]=1)[CH:19]=[O:20])[C:10]1[CH:15]=[CH:14][CH:13]=[CH:12][CH:11]=1.[Cl-].[NH4+]>C1COCC1>[C:1]([CH:19]([OH:20])[C:18]1[CH:21]=[CH:22][CH:23]=[C:16]([O:9][C:10]2[CH:11]=[CH:12][CH:13]=[CH:14][CH:15]=2)[CH:17]=1)#[CH:2] |f:4.5|. Reported procedure: Acetylene is dried through three traps, dry-ice-acetone, concentrated sulfuric acid and calcium chloride, and bubbled at about 5 psi pressure into dry THF (100 ml) for 10 minutes. Ethyl magnesium bromide (commercial, 0.14 mol) is added drop after drop over 2 hours at such a rate that the evolution of ethane is slowly and steady. After the addition, acetylene is bubbled through for 15 minutes. m-Phenoxybenzaldehyde (27.7 g, 0.14 mol) in THF (25 ml) is added to the reaction of 15° to 20° C. The re... Reactants: C1COc2ccc(C=O)cc12, CC1=CN=C(C=C1)N, [C-]#[N+]C1CCCCC1. The reagents and catalysts are O=C(O)C(F)(F)F (trifluoroacetic acid). Run in CC(C)O (isopropyl alcohol), CC(C)O (isopropylalcohol). Conditions: temperature 22 celsius, time 20 hour. The product is Cc1ccc2nc(c3ccc4c(CCO4)c3)c(NC3CCCCC3)n2c1. The yield is 40.2%. Reaction SMILES: CC1=CC=C(N)N=C1.[C-]#[N+]C1CCCCC1.O=CC1=CC=C2OCCC2=C1>>CC1=CN2C(C=C1)=NC(=C2NC1CCCCC1)C1=CC=C2OCCC2=C1. Reactants: ClC1=C(C=C(C=C1)Cl)CC (2,5-dichloro-1-ethylbenzene), [N+](=O)([O-])[O-].[K+] (KNO3), ice. The solvent is OS(=O)(=O)O (H2SO4). Run at time 8 hour. Yields the product ClC1=C(C=C(C(=C1)CC)Cl)[N+](=O)[O-] (2,5-Dichloro-4-ethyl-1-nitrobenzene). Yield: 91.6%. Reaction SMILES: [Cl:1][C:2]1[CH:7]=[CH:6][C:5]([Cl:8])=[CH:4][C:3]=1[CH2:9][CH3:10].[N+:11]([O-])([O-:13])=[O:12].[K+]>OS(O)(=O)=O>[Cl:8][C:5]1[CH:4]=[C:3]([CH2:9][CH3:10])[C:2]([Cl:1])=[CH:7][C:6]=1[N+:11]([O-:13])=[O:12] |f:1.2|. Procedure: To a stiffed solution of 2,5-dichloro-1-ethylbenzene (0.795 g, 4.68 mmol) in coned H2SO4 (4.5 mL) at 0° C., KNO3 (0.473 g, 4.68 mmol) was added in one portion. The resulting pale yellow solution was allowed to warm to room temperature and was stirred overnight at room temperature. It was then poured into ice (80 g) and extracted with ether (3×30 mL). The ether was dried over anhydrous Na2SO4, removed under vacuum, and the resulting oil was dried further under vacuum to obtain 0.943 g (92%) title... The reactants are BrC1=CC(=C(C=C1)NC(C(F)(F)F)=O)F (N-(4-bromo-2-fluoro-phenyl)-2,2,2-trifluoro-acetamide), NC1=NC=C(C(=N1)N)CC=1C=C(C(=C(C1)OS(=O)(=O)C(C)CC)I)OCC (butane-2-sulphonic acid 5-(2,4-diamino-pyrimidin-5-ylmethyl)-3-ethoxy-2-iodo-phenyl ester), tide compound. Yields the product NC1=C(C=C(C=C1)C1=C(C=C(C=C1OCC)CC=1C(=NC(=NC1)N)N)OS(=O)(=O)C(C)CC)F (Butane-2-sulphonic acid 4′-amino-4-(2,4-diamino-pyrimidin-5-ylmethyl)-6-ethoxy-3′-fluoro-biphenyl-2-yl ester). As a reaction SMILES: Br[C:2]1[CH:7]=[CH:6][C:5]([NH:8]C(=O)C(F)(F)F)=[C:4]([F:15])[CH:3]=1.[NH2:16][C:17]1[N:22]=[C:21]([NH2:23])[C:20]([CH2:24][C:25]2[CH:26]=[C:27]([O:40][CH2:41][CH3:42])[C:28](I)=[C:29]([O:31][S:32]([CH:35]([CH2:37][CH3:38])[CH3:36])(=[O:34])=[O:33])[CH:30]=2)=[CH:19][N:18]=1>>[NH2:8][C:5]1[CH:6]=[CH:7][C:2]([C:28]2[C:27]([O:40][CH2:41][CH3:42])=[CH:26][C:25]([CH2:24][C:20]3[C:21]([NH2:23])=[N:22][C:17]([NH2:16])=[N:18][CH:19]=3)=[CH:30][C:29]=2[O:31][S:32]([CH:35]([CH2:37][CH3:38])[CH3:36])(=[O:33])=[O:34])=[CH:3][C:4]=1[F:15]. Reported procedure: Starting from 241 mg (0.84 mmol) N-(4-bromo-2-fluoro-phenyl)-2,2,2-trifluoro-acetamide and 214 mg (0.422 mmol) butane-2-sulphonic acid 5-(2,4-diamino-pyrimidin-5-ylmethyl)-3-ethoxy-2-iodo-phenyl ester, 85 mg of the tide compound are obtained as a pale brown powder. Reactants: O=C(O)C(=O)O, CCCNc1oncc1C1=CCCN(CC)C1, CCCI, CCN1CCC=C(c2cnoc2N)C1. Yields the product O=C(O)C(=O)O, CCCNc1oncc1C1=CCCN(C)C1. As a reaction SMILES: [C:1]([C:2](=[O:3])[OH:4])(=[O:5])[OH:6].[CH2:7]([CH2:8][CH3:9])[NH:10][c:11]1[c:12]([C:16]2=[CH:21][CH2:20][CH2:19][N:18]([CH2:22][CH3:23])[CH2:17]2)[cH:13][n:14][o:15]1.[I:38][CH2:39][CH2:40][CH3:41].[NH2:24][c:25]1[o:26][n:27][cH:28][c:29]1[C:30]1=[CH:37][CH2:36][CH2:35][N:32]([CH2:33][CH3:34])[CH2:31]1>>[C:1]([C:2](=[O:3])[OH:4])(=[O:5])[OH:6].[CH2:7]([CH2:8][CH3:9])[NH:10][c:11]1[c:12]([C:16]2=[CH:21][CH2:20][CH2:19][N:18]([CH3:22])[CH2:17]2)[cH:13][n:14][o:15]1.